Dataset: the Open Reaction Database (ORD), a public repository of structured organic reaction records. Task: describe an organic reaction: reactants, conditions, products, and yield Starting materials: CC(C)([O-])C.[K+] (Potassium tert-butoxide), C(C)(C)(C)OC(=O)NC1=C(C=CC=C1[N+](=O)[O-])F (N-(tert-butyloxycarbonyl)-2-fluoro-6-nitroaniline), BrCC(=O)OCC (ethyl bromoacetate). Run in C1CCOC1 (THF). Reaction conditions: time 20 minute. Yields the product C(C)OC(CN(C1=C(C=CC=C1[N+](=O)[O-])F)C(=O)OC(C)(C)C)=O (N-(tert-Butyloxycarbonyl)-N-(2-fluoro-6-nitrophenyl)glycine ethyl ester). Reaction SMILES: CC(C)([O-])C.[K+].[C:7]([O:11][C:12]([NH:14][C:15]1[C:20]([N+:21]([O-:23])=[O:22])=[CH:19][CH:18]=[CH:17][C:16]=1[F:24])=[O:13])([CH3:10])([CH3:9])[CH3:8].Br[CH2:26][C:27]([O:29][CH2:30][CH3:31])=[O:28]>C1COCC1>[CH2:30]([O:29][C:27](=[O:28])[CH2:26][N:14]([C:12]([O:11][C:7]([CH3:10])([CH3:8])[CH3:9])=[O:13])[C:15]1[C:20]([N+:21]([O-:23])=[O:22])=[CH:19][CH:18]=[CH:17][C:16]=1[F:24])[CH3:31] |f:0.1|. Reported procedure: Potassium tert-butoxide (1M in THF, 8,67 ml) is added (dropwise over 5 min) to a solution of N-(tert-butyloxycarbonyl)-2-fluoro-6-nitroaniline (XIX, EXAMPLE 21, 1.85 g) in THF (15 ml) cooled at 0°. After 20 min, ethyl bromoacetate (0.96 ml) is added dropwise over several minutes. The ice bath is removed and the reaction is stirred for 2 h, after which it is partitioned between ethyl acetate, aqueous sodium bicarbonate and saline. The phases are separated, the organic phase is dried over magnesiu...